From a dataset of the Open Reaction Database (ORD), a public repository of structured organic reaction records. describe an organic reaction: reactants, conditions, products, and yield The reactants are C1(CCCC1)C1=NC2=C(N1CC1=CC=C(C=C1)C=1C(=CC=CC1)C(=O)OC(C)(C)C)C=C(C(=C2)C)C (tert.butyl 4'-[(2-cyclopentyl-5,6-dimethyl-benzimidazol-1-yl)-methyl]biphenyl-2-carboxylate), FC(C(=O)O)(F)F (trifluoroacetic acid). Run in C(Cl)Cl (methylene chloride). Product: C1(CCCC1)C1=NC2=C(N1CC1=CC=C(C=C1)C=1C(=CC=CC1)C(=O)O)C=C(C(=C2)C)C (4'-[(2-Cyclopentyl-5,6-dimethyl-benzimidazol-1-yl)-methyl]biphenyl-2-carboxylic acid). Reaction SMILES: [CH:1]1([C:6]2[N:10]([CH2:11][C:12]3[CH:17]=[CH:16][C:15]([C:18]4[C:19]([C:24]([O:26]C(C)(C)C)=[O:25])=[CH:20][CH:21]=[CH:22][CH:23]=4)=[CH:14][CH:13]=3)[C:9]3[CH:31]=[C:32]([CH3:36])[C:33]([CH3:35])=[CH:34][C:8]=3[N:7]=2)[CH2:5][CH2:4][CH2:3][CH2:2]1.FC(F)(F)C(O)=O>C(Cl)Cl>[CH:1]1([C:6]2[N:10]([CH2:11][C:12]3[CH:13]=[CH:14][C:15]([C:18]4[C:19]([C:24]([OH:26])=[O:25])=[CH:20][CH:21]=[CH:22][CH:23]=4)=[CH:16][CH:17]=3)[C:9]3[CH:31]=[C:32]([CH3:36])[C:33]([CH3:35])=[CH:34][C:8]=3[N:7]=2)[CH2:5][CH2:4][CH2:3][CH2:2]1. Procedure: Prepared in analogous manner to Example 9 from tert.butyl 4'-[(2-cyclopentyl-5,6-dimethyl-benzimidazol-1-yl)-methyl]biphenyl-2-carboxylate and trifluoroacetic acid in methylene chloride.